Dataset: the Open Reaction Database (ORD), a public repository of structured organic reaction records. Task: describe an organic reaction: reactants, conditions, products, and yield Starting materials: CSSC, CCCCCC, [Cl-], CCc1cccc(C)c1S(=O)(=O)c1nn(C(=O)N(CC)CC)cc1Cl, [Li]CCCC, [NH4+], C1CCOC1. As a reaction SMILES: [CH3:31][S:32][S:33][CH3:34].[CH3:37][CH2:38][CH2:39][CH2:40][CH2:41][CH3:42].[Cl-:35].[Cl:6][c:7]1[c:8]([S:19](=[O:20])(=[O:21])[c:22]2[c:23]([CH2:29][CH3:30])[cH:24][cH:25][cH:26][c:27]2[CH3:28])[n:9][n:10]([C:12]([N:13]([CH2:14][CH3:15])[CH2:16][CH3:17])=[O:18])[cH:11]1.[Li:1][CH2:2][CH2:3][CH2:4][CH3:5].[NH4+:36].[O:43]1[CH2:44][CH2:45][CH2:46][CH2:47]1>>[Cl:6][c:7]1[c:8]([S:19](=[O:20])(=[O:21])[c:22]2[c:23]([CH2:29][CH3:30])[cH:24][cH:25][cH:26][c:27]2[CH3:28])[n:9][n:10]([C:12]([N:13]([CH2:14][CH3:15])[CH2:16][CH3:17])=[O:18])[c:11]1[S:32][CH3:31]. Product: CCc1cccc(C)c1S(=O)(=O)c1nn(C(=O)N(CC)CC)c(SC)c1Cl. Product: ICOC(=O)N(N(C(C1=CC(=CC(=C1)C)C)=O)C(C)(C)C)C(C1=C(C(=CC=C1)OC)C)=O (N′-tert-Butyl-N′-(3,5-dimethylbenzoyl)-N-(3-methoxy-2-methylbenzoyl)hydrazine carboxylic acid iodomethyl ester). Run at temperature 30 celsius. Starting materials: ClCOC(=O)N(N(C(C1=CC(=CC(=C1)C)C)=O)C(C)(C)C)C(C1=C(C(=CC=C1)OC)C)=O (N′-tert-butyl-N′-(3,5-dimethylbenzoyl)-N-(3-methoxy-2-methylbenzoyl)hydrazine carboxylic acid chloromethyl ester), [I-].[Na+] (sodium iodide). Reaction SMILES: Cl[CH2:2][O:3][C:4]([N:6]([C:22](=[O:32])[C:23]1[CH:28]=[CH:27][CH:26]=[C:25]([O:29][CH3:30])[C:24]=1[CH3:31])[N:7]([C:18]([CH3:21])([CH3:20])[CH3:19])[C:8](=[O:17])[C:9]1[CH:14]=[C:13]([CH3:15])[CH:12]=[C:11]([CH3:16])[CH:10]=1)=[O:5].[I-:33].[Na+]>CC(C)=O>[I:33][CH2:2][O:3][C:4]([N:6]([C:22](=[O:32])[C:23]1[CH:28]=[CH:27][CH:26]=[C:25]([O:29][CH3:30])[C:24]=1[CH3:31])[N:7]([C:18]([CH3:21])([CH3:20])[CH3:19])[C:8](=[O:17])[C:9]1[CH:14]=[C:13]([CH3:15])[CH:12]=[C:11]([CH3:16])[CH:10]=1)=[O:5] |f:1.2|. The solvent is CC(=O)C (acetone). Procedure details: A solution of N′-tert-butyl-N′-(3,5-dimethylbenzoyl)-N-(3-methoxy-2-methylbenzoyl)hydrazine carboxylic acid chloromethyl ester (15.0 g, 32.5 mmol) in 40 mL of acetone was added sodium iodide (9.8 g, 65.1 mmol)and heated to 30° C. for 3 h. The acetone was removed and the resulting slurry was treated with ether. The resulting white precipitated solids were filtered off, and the ether was then concentrated to afford yellow solids. Recrystallization from ether/hexanes afforded tannish crystals (20 g... Starting materials: COC(=O)c1cc(F)cc(Br)c1CBr, CC(C)C[AlH]CC(C)C, Cc1ccccc1. The product is OCc1cc(F)cc(Br)c1CBr. As a reaction SMILES: [Br:10][c:11]1[c:12]([CH2:22][Br:23])[c:13]([C:14](=[O:15])[O:16][CH3:17])[cH:18][c:19]([F:21])[cH:20]1.[CH3:1][CH:2]([CH2:3][AlH:4][CH2:5][CH:6]([CH3:7])[CH3:8])[CH3:9].[CH3:24][c:25]1[cH:26][cH:27][cH:28][cH:29][cH:30]1>>[Br:10][c:11]1[c:12]([CH2:22][Br:23])[c:13]([CH2:14][OH:15])[cH:18][c:19]([F:21])[cH:20]1. Reactants: C(C)OC(C(C(=O)OCC)(NC(N[C@H](C)C1=CC=CC=C1)=O)CC1=CC=CC=C1)=O (Diethylbenzyl({[(1R)-1-phenylethyl]carbamoyl}amino)propanedioate), [OH-].[Li+] (lithium hydroxide). Solvent: O1CCCC1 (tetrahydrofuran), CO (methanol). Reaction conditions: time 30 minute. Yields the product C(C1=CC=CC=C1)C1(NC(N(C1=O)[C@H](C)C1=CC=CC=C1)=O)C(=O)[O-].[Li+] (Lithium 4-benzyl-2,5-dioxo-1-[(1R)-1-phenylethyl]imidazolidine-4-carboxylate). Reaction SMILES: C([O:3][C:4](=[O:30])[C:5]([CH2:23][C:24]1[CH:29]=[CH:28][CH:27]=[CH:26][CH:25]=1)([NH:11][C:12](=[O:22])[NH:13][C@@H:14]([C:16]1[CH:21]=[CH:20][CH:19]=[CH:18][CH:17]=1)[CH3:15])[C:6]([O:8]CC)=O)C.[OH-].[Li+:32]>O1CCCC1.CO>[CH2:23]([C:5]1([C:4]([O-:3])=[O:30])[C:6](=[O:8])[N:13]([C@@H:14]([C:16]2[CH:17]=[CH:18][CH:19]=[CH:20][CH:21]=2)[CH3:15])[C:12](=[O:22])[NH:11]1)[C:24]1[CH:25]=[CH:26][CH:27]=[CH:28][CH:29]=1.[Li+:32] |f:1.2,5.6|. Procedure: To a solution of the product from Step C (7.8 g, 18.91 mmol) in tetrahydrofuran (60 mL) and methanol (20.00 mL) was added a 1 M lithium hydroxide solution (19.86 mL, 19.86 mmol) and the mixture stirred for 30 min. The solvent was removed in vacuo and the residue azeotroped with toluene (3×25 mL) to afford the title compound as a colorless amorphous solid. LC/MS 339.1 (M+1). The reactants are C(C)(C)(C)OC(=O)N1CC2=C(N=C(N=C2NCC2=C(C=C(C=C2)F)Cl)N2CCC(CC2)C(=O)OCC)CC1 (Ethyl 1-[6-tert-butoxycarbonyl-4-(2-chloro-4-fluorobenzylamino)-5,6,7,8-tetrahydropyrido[4,3-d]pyrimidin-2-yl]piperidine-4-carboxylate), [OH-].[Na+] (sodium hydroxide), O (water). The solvent is C(C)O (ethanol). Run at temperature 65 celsius. Product: C(C)(C)(C)OC(=O)N1CC2=C(N=C(N=C2NCC2=C(C=C(C=C2)F)Cl)N2CCC(CC2)C(=O)O)CC1 (1-[6-tert-butoxycarbonyl-4-(2-chloro-4-fluorobenzylamino)-5,6,7,8-tetrahydropyrido[4,3-d]pyrimidin-2-yl]piperidine-4-carboxylic acid). Yield: 62.0%. Reaction SMILES: [C:1]([O:5][C:6]([N:8]1[CH2:38][CH2:37][C:11]2[N:12]=[C:13]([N:26]3[CH2:31][CH2:30][CH:29]([C:32]([O:34]CC)=[O:33])[CH2:28][CH2:27]3)[N:14]=[C:15]([NH:16][CH2:17][C:18]3[CH:23]=[CH:22][C:21]([F:24])=[CH:20][C:19]=3[Cl:25])[C:10]=2[CH2:9]1)=[O:7])([CH3:4])([CH3:3])[CH3:2].[OH-].[Na+].O>C(O)C>[C:1]([O:5][C:6]([N:8]1[CH2:38][CH2:37][C:11]2[N:12]=[C:13]([N:26]3[CH2:27][CH2:28][CH:29]([C:32]([OH:34])=[O:33])[CH2:30][CH2:31]3)[N:14]=[C:15]([NH:16][CH2:17][C:18]3[CH:23]=[CH:22][C:21]([F:24])=[CH:20][C:19]=3[Cl:25])[C:10]=2[CH2:9]1)=[O:7])([CH3:4])([CH3:2])[CH3:3] |f:1.2|. Procedure details: Ethyl 1-[6-tert-butoxycarbonyl-4-(2-chloro-4-fluorobenzylamino)-5,6,7,8-tetrahydropyrido[4,3-d]pyrimidin-2-yl]piperidine-4-carboxylate (9.16 g, 16.1 mmol) prepared according to Process Step 3 was dissolved in ethanol (300 mL), and the solution was mixed with an aqueous sodium hydroxide solution (1 mol/L, 32 mL), followed by stirring at 65° C. for sixteen hours. After checking the completion of the reaction by thin layer chromatography, the reaction mixture was mixed with water and washed with di... The reactants are [Li+].[OH-] (LiOH), FC1(C[C@@H](CC1)C(=O)OCC1=CC=CC=C1)F ((R)-benzyl 3,3-difluorocyclopentanecarboxylate), O (water). The solvent is CO (MeOH). Yields the product FC1(C[C@@H](CC1)C(=O)O)F ((R)-3,3-difluorocyclopentanecarboxylic acid). Isolated yield 81.0%. RXN SMILES: [F:1][C:2]1([F:17])[CH2:6][CH2:5][C@@H:4]([C:7]([O:9]CC2C=CC=CC=2)=[O:8])[CH2:3]1.[Li+].[OH-].O>CO>[F:1][C:2]1([F:17])[CH2:6][CH2:5][C@@H:4]([C:7]([OH:9])=[O:8])[CH2:3]1 |f:1.2|. Procedure details: (R)-benzyl 3,3-difluorocyclopentanecarboxylate (13 g, 54.1 mmol) was dissolved in MeOH (200 mL) at room temperature with stirring then 0.5 M LiOH (216 mL, 108 mmol) was added. After stirring for 2 h, water was added to the reaction mixture and concentrated to remove volatile solvents. The aqueous layer was rinsed with Et2O (2×) then acidified to pH 3 with 1N HCl. The aqueous layer was extracted with methylene chloride (2×) and the organic layers were combined, dried (Na2SO4), and concentrated to... The reactants are [Br-], O=Cc1cncc(Br)c1, CCS(N)(=O)=O, Cc1ccccc1, CC(C)[O-], CC(C)[O-], CC(C)[O-], CC(C)[O-], [Mg+]C1CC1, [Ti+4]. Product: CCS(=O)(=O)NC(c1cncc(Br)c1)C1CC1. As a reaction SMILES: [Br-:16].[Br:1][c:2]1[cH:3][n:4][cH:5][c:6]([CH:7]=[O:8])[cH:9]1.[CH2:10]([CH3:11])[S:12](=[O:13])(=[O:14])[NH2:15].[CH3:21][c:22]1[cH:23][cH:24][cH:25][cH:26][cH:27]1.[CH3:28][CH:29]([CH3:30])[O-:31].[CH3:33][CH:34]([CH3:35])[O-:36].[CH3:37][CH:38]([CH3:39])[O-:40].[CH3:41][CH:42]([CH3:43])[O-:44].[CH:17]1([Mg+:20])[CH2:18][CH2:19]1.[Ti+4:32]>>[Br:1][c:2]1[cH:3][n:4][cH:5][c:6]([CH:7]([NH:15][S:12]([CH2:10][CH3:11])(=[O:13])=[O:14])[CH:17]2[CH2:18][CH2:19]2)[cH:9]1.